From a dataset of the Open Reaction Database (ORD), a public repository of structured organic reaction records. describe an organic reaction: reactants, conditions, products, and yield Reaction SMILES: [CH2:1]([N:8]1[C:17]2[C:12](=[CH:13][C:14]([F:19])=[C:15](Cl)[CH:16]=2)[C:11](=[O:20])[C:10]([C:21]([OH:23])=[O:22])=[CH:9]1)[C:2]1[CH:7]=[CH:6][CH:5]=[CH:4][CH:3]=1.O.O.O.O.O.O.[NH:30]1[CH2:35][CH2:34][NH:33][CH2:32][CH2:31]1>>[CH2:1]([N:8]1[C:17]2[C:12](=[CH:13][C:14]([F:19])=[C:15]([N:30]3[CH2:35][CH2:34][NH:33][CH2:32][CH2:31]3)[CH:16]=2)[C:11](=[O:20])[C:10]([C:21]([OH:23])=[O:22])=[CH:9]1)[C:2]1[CH:7]=[CH:6][CH:5]=[CH:4][CH:3]=1 |f:1.2.3.4.5.6.7|. Starting materials: C(C1=CC=CC=C1)N1C=C(C(C2=CC(=C(C=C12)Cl)F)=O)C(=O)O (1-benzyl-6-fluoro-7-chloro-4-oxo-1,4-dihydroquinoline-3-carboxylic acid), O.O.O.O.O.O.N1CCNCC1 (piperazine hexahydrate). Isolated yield 79.1%. Product: C(C1=CC=CC=C1)N1C=C(C(C2=CC(=C(C=C12)N1CCNCC1)F)=O)C(=O)O (1-benzyl-6-fluoro-1,4-dihydro-4-oxo-7-(1-piperazinyl)-quinoline-3-carboxylic acid). Reported procedure: A mixture of 1-benzyl-6-fluoro-7-chloro-4-oxo-1,4-dihydroquinoline-3-carboxylic acid 1.1 g and piperazine hexahydrate 10 g was heated in a sealed tube at 125°-135° C. (inner temperature) for 22 hours. After cooling, the reaction mixture was evaporated under vacuum. The residue was dissolved in warm acetic acid and the insoluble matters was filtered off. The filtrate was neutralized with an aqueous solution of NaOH, and the precipitated crystals were collected by filtration, washed with water and... Starting materials: O1C(OCC1)C1=CC=C(O1)CSCCNC(=C[N+](=O)[O-])NC (N-[2-[[5-(1,3-dioxolan-2-yl)-2-furanylmethyl]thio]ethyl]-N'-methyl-2-nitro-1,1-ethenediamine), Cl (hydrochloric acid), CNC (dimethylamine). The solvent is O1CCCC1 (tetrahydrofuran), C(C)O (ethanol), C(C)(=O)O (acetic acid). Run at time 20 minute. Yields the product CN(C)CC1=CC=C(O1)CSCCNC(=C[N+](=O)[O-])NC (N-[2-[[5-[(Dimethylamino)methyl]-2-furanylmethyl]thio]ethyl]-N'-methyl-2-nitro-1,1-ethenediamine). Reaction SMILES: O1CCO[CH:2]1[C:6]1[O:10][C:9]([CH2:11][S:12][CH2:13][CH2:14][NH:15][C:16]([NH:21][CH3:22])=[CH:17][N+:18]([O-:20])=[O:19])=[CH:8][CH:7]=1.Cl.[CH3:24][NH:25][CH3:26]>O1CCCC1.C(O)C.C(O)(=O)C>[CH3:24][N:25]([CH2:2][C:6]1[O:10][C:9]([CH2:11][S:12][CH2:13][CH2:14][NH:15][C:16]([NH:21][CH3:22])=[CH:17][N+:18]([O-:20])=[O:19])=[CH:8][CH:7]=1)[CH3:26]. Procedure: To a stirred solution of N-[2-[[5-(1,3-dioxolan-2-yl)-2-furanylmethyl]thio]ethyl]-N'-methyl-2-nitro-1,1-ethenediamine (0.12 g) in tetrahydrofuran (1 ml) at room temperature was added 2 N hydrochloric acid (0.4 ml). After 20 min., a mixture of dimethylamine in ethanol (33%) (1 ml) and acetic acid (5 ml), evaporated to remove the ethanol, was added. The mixture was allowed to stand at room temperature for 20 min., then cooled in an ice bath. To the stirred solution was added sodium borohydride (0....